This data is from the Open Reaction Database (ORD), a public repository of structured organic reaction records. The task is: describe an organic reaction: reactants, conditions, products, and yield The reactants are C(=O)=O (carbon dioxide), COC(=O)COC(C1=C(C=C(C(=C1)N)F)Cl)=S (5-amino-2-chloro-4-fluorothiobenzoic acid (methoxycarbonylmethyl) ester), C([O-])([O-])=O.[Ca+2] (calcium carbonate), C(=S)(Cl)Cl (thiophosgene). Run in ClCCl (dichloromethane), ClCCl (dichloromethane), O (water). Conditions: time 18 hour. Yields the product COC(=O)COC(C1=C(C=C(C(=C1)N=C=S)F)Cl)=S (2-chloro-4-fluoro-5-isothiocyanatothiobenzoic acid (methoxycarbonylmethyl) ester). Reaction SMILES: [CH3:1][O:2][C:3]([CH2:5][O:6][C:7](=[S:17])[C:8]1[CH:13]=[C:12]([NH2:14])[C:11]([F:15])=[CH:10][C:9]=1[Cl:16])=[O:4].C(=O)([O-])[O-].[Ca+2].[C:23](Cl)(Cl)=[S:24].C(=O)=O>ClCCl.O>[CH3:1][O:2][C:3]([CH2:5][O:6][C:7](=[S:17])[C:8]1[CH:13]=[C:12]([N:14]=[C:23]=[S:24])[C:11]([F:15])=[CH:10][C:9]=1[Cl:16])=[O:4] |f:1.2|. Procedure: A solution of 3.8 g of the resulting 5-amino-2-chloro-4-fluorothiobenzoic acid (methoxycarbonylmethyl) ester in 100 ml of dichloromethane is added dropwise at from 25° to 30° C. to a suspension of 6 g of calcium carbonate, 4 ml of thiophosgene, 20 ml of dichloromethane and 20 ml of water. When the evolution of carbon dioxide has ceased, the batch is stirred for a further 18 hours at room temperature. After filtering and washing with water, the organic phase is separated off, dried over sodium su... The reactants are Br, CC(=O)O, O, O=C(O)CCCCCCCCCCCCCCCO, O=S(=O)(O)O. Yields the product O=C(O)CCCCCCCCCCCCCCCBr. Reaction SMILES: [BrH:20].[CH3:22][C:23](=[O:24])[OH:25].[OH2:21].[OH:1][CH2:2][CH2:3][CH2:4][CH2:5][CH2:6][CH2:7][CH2:8][CH2:9][CH2:10][CH2:11][CH2:12][CH2:13][CH2:14][CH2:15][CH2:16][C:17](=[O:18])[OH:19].[S:26](=[O:27])(=[O:28])([OH:29])[OH:30]>>[CH2:2]([CH2:3][CH2:4][CH2:5][CH2:6][CH2:7][CH2:8][CH2:9][CH2:10][CH2:11][CH2:12][CH2:13][CH2:14][CH2:15][CH2:16][C:17](=[O:18])[OH:19])[Br:20]. The reactants are NC1=C2C=CNC2=CC=C1 (4-amino-1H-indole), C1=CC(=C(C=C1Cl)C(=O)O)O (5-chloro-salicyclic acid), C1(CCCCC1)N=C=NC1CCCCC1 (dicyclohexylcarbodiimide), O1CCCC1 (tetrahydrofuran), C1(CCCCC1)N=C=NC1CCCCC1 (dicyclohexylcarbodiimide). Yields the product ClC=1C=C(C=C(C(=O)NC2=C3C=CNC3=CC=C2)C1)O (5-chloro-3-hydroxy-N-(1H-indol-4-yl)-benzamide). Reaction SMILES: [NH2:1][C:2]1[CH:10]=[CH:9][CH:8]=[C:7]2[C:3]=1[CH:4]=[CH:5][NH:6]2.[CH:11]1[C:16]([Cl:17])=[CH:15][C:14]([C:18]([OH:20])=O)=[C:13](O)[CH:12]=1.C1(N=C=NC2CCCCC2)CCCCC1.[O:37]1CCCC1>>[Cl:17][C:16]1[CH:11]=[C:12]([OH:37])[CH:13]=[C:14]([CH:15]=1)[C:18]([NH:1][C:2]1[CH:10]=[CH:9][CH:8]=[C:7]2[C:3]=1[CH:4]=[CH:5][NH:6]2)=[O:20]. Reported procedure: A mixture of 3.96 g of 4-amino-1H-indole, 75 ml of tetrahydrofuran, 5.16 g of 5-chloro-salicyclic acid and 6.2 g of dicyclohexylcarbodiimide was refluxed for 2 hours and after the addition of another 0.62 g of dicyclohexylcarbodiimide, the mixture was refluxed for one hour, cooled and was filtered. The filtrate was evaporated to dryness under reduced pressure at 50° C. and the residue was taken up in ethyl acetate. The solution was washed with 2N hydrochloric acid, dried and evaporated to drynes... Reactants: O1CCN(CC1)C1=CC(=C(C=C1)NC(=O)C=1C=C(CSCCC(=O)O)C=CC1)C1=NC=CC(=C1)C(NCC1=CC(=CC=C1)C(F)(F)F)=O (3-((3-((4-morpholino-2-(4-((3-(trifluoromethyl)benzyl)carbamoyl)pyridin-2-yl)phenyl)carbamoyl)benzyl)thio)propanoic acid), COC1CCNCC1 (4-methoxypiperidine). Run in C(C)N(CC)CC (triethylamine). Yields the product COC1CCN(CC1)C1=CC(=C(C=C1)NC(=O)C=1C=C(CSCCC(=O)O)C=CC1)C1=NC=CC(=C1)C(NCC1=CC(=CC=C1)C(F)(F)F)=O (3-((3-((4-(4-Methoxypiperidin-1-yl)-2-(4-((3-(trifluoromethyl)benzyl)carbamoyl)-pyridin-2-yl)phenyl)carbamoyl)benzyl)thio)propanoic acid). As a reaction SMILES: O1C[CH2:5][N:4]([C:7]2[CH:12]=[CH:11][C:10]([NH:13][C:14]([C:16]3[CH:17]=[C:18]([CH:26]=[CH:27][CH:28]=3)[CH2:19][S:20][CH2:21][CH2:22][C:23]([OH:25])=[O:24])=[O:15])=[C:9]([C:29]3[CH:34]=[C:33]([C:35](=[O:48])[NH:36][CH2:37][C:38]4[CH:43]=[CH:42][CH:41]=[C:40]([C:44]([F:47])([F:46])[F:45])[CH:39]=4)[CH:32]=[CH:31][N:30]=3)[CH:8]=2)[CH2:3][CH2:2]1.[CH3:49][O:50][CH:51]1CCNC[CH2:52]1>C(N(CC)CC)C>[CH3:49][O:50][CH:51]1[CH2:52][CH2:5][N:4]([C:7]2[CH:12]=[CH:11][C:10]([NH:13][C:14]([C:16]3[CH:17]=[C:18]([CH:26]=[CH:27][CH:28]=3)[CH2:19][S:20][CH2:21][CH2:22][C:23]([OH:25])=[O:24])=[O:15])=[C:9]([C:29]3[CH:34]=[C:33]([C:35](=[O:48])[NH:36][CH2:37][C:38]4[CH:43]=[CH:42][CH:41]=[C:40]([C:44]([F:45])([F:46])[F:47])[CH:39]=4)[CH:32]=[CH:31][N:30]=3)[CH:8]=2)[CH2:3][CH2:2]1. Procedure: This compound was prepared according to the procedure described for the synthesis of 3-((3-((4-morpholino-2-(4-((3-(trifluoromethyl)benzyl)carbamoyl)pyridin-2-yl)phenyl)-carbamoyl)benzyl)thio)propanoic acid 14, using 4-methoxypiperidine in place of morpholine and using triethylamine in place of potassium carbonate in the nucleophilic aromatic substitution step. 1H-NMR (300 MHz, CD3OD, ppm) δ 8.98 (d, J=4.1 Hz, 1H), 8.47 (d, J=9 Hz, 1H) 8.33 (s, 1H), 7.94 (s, 1H), 7.84 (m, 2H), 7.72-7.46 (m, 7H),... The reactants are S(=S)(=O)([O-])[O-].[Na+].[Na+] (sodium thiosulfate), C[Si](C)(C)Cl (Trimethylsilyl chloride), COC([C@@H](NC(C(F)(F)F)=O)CC1=CC(=C(C(=C1)Cl)OCCC1=CC(=CC=C1)OC1=CC=C(C=C1)OC)Cl)=O (3,5-dichloro-N-trifluoroacetyl-O-[2-[3-(4-methoxyphenoxy)phenyl]ethyl]-L-tyrosine methyl ester), [I-].[Na+] (sodium iodide). Solvent: O (water), C(C)#N (acetonitrile). Reaction conditions: time 22 hour. Product: COC([C@@H](NC(C(F)(F)F)=O)CC1=CC(=C(C(=C1)Cl)OCCC1=CC(=CC=C1)OC1=CC=C(C=C1)O)Cl)=O (3,5-dichloro-N-trifluoroacetyl-O-[2-[3-(4-hydroxyphenoxy)-phenyl]ethyl]-L-tyrosine methyl ester). The yield is 64.7%. As a reaction SMILES: C[Si](Cl)(C)C.[CH3:6][O:7][C:8](=[O:44])[C@H:9]([CH2:17][C:18]1[CH:23]=[C:22]([Cl:24])[C:21]([O:25][CH2:26][CH2:27][C:28]2[CH:33]=[CH:32][CH:31]=[C:30]([O:34][C:35]3[CH:40]=[CH:39][C:38]([O:41]C)=[CH:37][CH:36]=3)[CH:29]=2)=[C:20]([Cl:43])[CH:19]=1)[NH:10][C:11](=[O:16])[C:12]([F:15])([F:14])[F:13].[I-].[Na+].S([O-])([O-])(=O)=S.[Na+].[Na+]>C(#N)C.O>[CH3:6][O:7][C:8](=[O:44])[C@H:9]([CH2:17][C:18]1[CH:23]=[C:22]([Cl:24])[C:21]([O:25][CH2:26][CH2:27][C:28]2[CH:33]=[CH:32][CH:31]=[C:30]([O:34][C:35]3[CH:40]=[CH:39][C:38]([OH:41])=[CH:37][CH:36]=3)[CH:29]=2)=[C:20]([Cl:43])[CH:19]=1)[NH:10][C:11](=[O:16])[C:12]([F:15])([F:14])[F:13] |f:2.3,4.5.6|. Procedure details: Trimethylsilyl chloride (0.25 ml, 1.97 mmol) was added dropwise to a solution of 3,5-dichloro-N-trifluoroacetyl-O-[2-[3-(4-methoxyphenoxy)phenyl]ethyl]-L-tyrosine methyl ester (190 mg, 0.324 mmol) and sodium iodide (292 mg, 1.95 mmol) in acetonitrile (3 ml) at room temperature. The mixture was stirred under argon atmosphere at room temperature for 22 hrs. and then heated under reflux for 9 hrs. The reaction mixture was poured into water (30 ml) and 10% aqueous sodium thiosulfate (20 ml) was adde... Reactants: BrC=1C=CC(=C(CN(CC2=CC=C(C=C2)C(=O)OC)C2=CC=C(C(=O)OC(C)(C)C)C=C2)C1)OCC1=CC=CC=C1 (tert-Butyl 4-[N-(5-bromo-2-benzyloxybenzyl)-N-(4-methoxycarbonylbenzyl)amino]benzoate), [OH-].[Na+] (sodium hydroxide). Solvent: CO (methanol), O1CCCC1 (tetrahydrofuran). Conditions: time 18 hour. Product: BrC=1C=CC(=C(CN(C2=CC=C(C=C2)C(=O)OC(C)(C)C)CC2=CC=C(C(=O)O)C=C2)C1)OCC1=CC=CC=C1 (4-[N-(5-Bromo-2-benzyloxybenzyl)-N-(4-tertbutoxycarbonylphenyl)-Aminomethyl]Benzoic Acid). As a reaction SMILES: [Br:1][C:2]1[CH:3]=[CH:4][C:5]([O:34][CH2:35][C:36]2[CH:41]=[CH:40][CH:39]=[CH:38][CH:37]=2)=[C:6]([CH:33]=1)[CH2:7][N:8]([C:20]1[CH:32]=[CH:31][C:23]([C:24]([O:26][C:27]([CH3:30])([CH3:29])[CH3:28])=[O:25])=[CH:22][CH:21]=1)[CH2:9][C:10]1[CH:15]=[CH:14][C:13]([C:16]([O:18]C)=[O:17])=[CH:12][CH:11]=1.[OH-].[Na+]>CO.O1CCCC1>[Br:1][C:2]1[CH:3]=[CH:4][C:5]([O:34][CH2:35][C:36]2[CH:37]=[CH:38][CH:39]=[CH:40][CH:41]=2)=[C:6]([CH:33]=1)[CH2:7][N:8]([CH2:9][C:10]1[CH:11]=[CH:12][C:13]([C:16]([OH:18])=[O:17])=[CH:14][CH:15]=1)[C:20]1[CH:32]=[CH:31][C:23]([C:24]([O:26][C:27]([CH3:30])([CH3:29])[CH3:28])=[O:25])=[CH:22][CH:21]=1 |f:1.2|. Procedure: tert-Butyl 4-[N-(5-bromo-2-benzyloxybenzyl)-N-(4-methoxycarbonylbenzyl)amino]benzoate (from example 16) was dissolved in a solution of methanol (10 ml) and tetrahydrofuran (10 ml). To this solution was added aqueous 2N sodium hydroxide (3 ml) and the solution stirred at ambient temperature for 18 hours. The volume of the reaction mixture was reduced by evaporation to half the original volume, water (20 ml) was added and the mixture acidified with acetic acid. The resulting solid was filtered and... Reactants: O(C1=CC=CC=C1)C=1C=C(N)C=CC1 (3-phenoxy aniline), [S-]C#N.[NH4+] (ammonium thiocyanate), C(C(=O)Cl)(=O)Cl (Oxalyl chloride), C(C1=CN=CC=C1)(=O)O (nicotinic acid). Reagents/catalysts: CN(C)C=O (DMF). The solvent is CC(=O)C (acetone), C(Cl)Cl (methylene chloride). Reaction conditions: time 1 hour. Product: O(C1=CC=CC=C1)C=1C=C(C=CC1)NC(=S)NC(=O)C=1C=NC=CC1 (1-(3-Phenoxy-phenyl)-3-(pyridine-3-carbonyl)-thiourea). As a reaction SMILES: C(Cl)(=O)C(Cl)=O.[C:7]([OH:15])(=O)[C:8]1[CH:13]=[CH:12][CH:11]=[N:10][CH:9]=1.[S-:16][C:17]#[N:18].[NH4+].[O:20]([C:27]1[CH:28]=[C:29]([CH:31]=[CH:32][CH:33]=1)[NH2:30])[C:21]1[CH:26]=[CH:25][CH:24]=[CH:23][CH:22]=1>C(Cl)Cl.CN(C=O)C.CC(C)=O>[O:20]([C:27]1[CH:28]=[C:29]([NH:30][C:17]([NH:18][C:7]([C:8]2[CH:9]=[N:10][CH:11]=[CH:12][CH:13]=2)=[O:15])=[S:16])[CH:31]=[CH:32][CH:33]=1)[C:21]1[CH:22]=[CH:23][CH:24]=[CH:25][CH:26]=1 |f:2.3|. Reported procedure: Oxalyl chloride (2.8 mL, 32 mmol) is added to a suspension of nicotinic acid (3.7 g, 30 mmol) in methylene chloride (35 ml) followed by 2 drops of DMF. The reaction is refluxed for 1.5 h and all the volatiles are removed on a rotovap. Alternatively, rather than convert nicotinic acid to the acid chloride, commercially available nicotinyl chloride hydrochloride may be used. The solid is resuspended in methylene chloride/acetone (1:1) (50 ml) and an acetone (10 ml) solution of ammonium thiocyanate...